From a dataset of the Open Reaction Database (ORD), a public repository of structured organic reaction records. describe an organic reaction: reactants, conditions, products, and yield The reactants are CN(C)C=O, ClCCCCCl, [H-], [Na+], O=C1NCCO1. The product is O=C1OCCN1CCCCCl. Reaction SMILES: [CH3:15][N:16]([CH3:17])[CH:18]=[O:19].[Cl:9][CH2:10][CH2:11][CH2:12][CH2:13][Cl:14].[H-:1].[Na+:2].[O:3]1[C:4](=[O:8])[NH:5][CH2:6][CH2:7]1>>[O:3]1[C:4](=[O:8])[N:5]([CH2:13][CH2:12][CH2:11][CH2:10][Cl:9])[CH2:6][CH2:7]1. Reactants: CCOC(=O)CC(C)=O, CC(=O)OC(C)=O, O=[N+]([O-])O. Yields the product CCOC(=O)C[N+](=O)[O-]. Reaction SMILES: [C:1]([CH2:2][C:3]([CH3:4])=[O:5])(=[O:6])[O:7][CH2:8][CH3:9].[CH3:14][C:15]([O:16][C:17](=[O:18])[CH3:19])=[O:20].[OH:10][N+:11]([O-:12])=[O:13]>>[C:1]([CH2:2][N+:11](=[O:10])[O-:12])(=[O:6])[O:7][CH2:8][CH3:9]. Starting materials: CC1(OC2=C(C1)C(=C(C(=C2C)C)N)C)CN2CCNCC2 (2,3-dihydro-2,4,6,7-tetramethyl-2-[(1-piperazinyl)methyl]-5-benzofuranamine), C1(=CC=CC=C1)C(CCC(=O)O)C1=CC=CC=C1 (4,4-diphenylbutyric acid). The product is C1(=CC=CC=C1)C(CCC(=O)N1CCN(CC1)CC1(OC2=C(C1)C(=C(C(=C2C)C)N)C)C)C2=CC=CC=C2 (2-[[4-(4,4-Diphenylbutyryl)-1-piperazinyl]methyl]-2,3-dihydro-2,4,6,7-tetramethyl-5-benzofuranamine). The yield is 29.0%. RXN SMILES: [CH3:1][C:2]1([CH2:15][N:16]2[CH2:21][CH2:20][NH:19][CH2:18][CH2:17]2)[CH2:6][C:5]2[C:7]([CH3:14])=[C:8]([NH2:13])[C:9]([CH3:12])=[C:10]([CH3:11])[C:4]=2[O:3]1.[C:22]1([CH:28]([C:34]2[CH:39]=[CH:38][CH:37]=[CH:36][CH:35]=2)[CH2:29][CH2:30][C:31](O)=[O:32])[CH:27]=[CH:26][CH:25]=[CH:24][CH:23]=1>>[C:34]1([CH:28]([C:22]2[CH:23]=[CH:24][CH:25]=[CH:26][CH:27]=2)[CH2:29][CH2:30][C:31]([N:19]2[CH2:20][CH2:21][N:16]([CH2:15][C:2]3([CH3:1])[CH2:6][C:5]4[C:7]([CH3:14])=[C:8]([NH2:13])[C:9]([CH3:12])=[C:10]([CH3:11])[C:4]=4[O:3]3)[CH2:17][CH2:18]2)=[O:32])[CH:35]=[CH:36][CH:37]=[CH:38][CH:39]=1. Reported procedure: Using 2,3-dihydro-2,4,6,7-tetramethyl-2-[(1-piperazinyl)methyl]-5-benzofuranamine and 4,4-diphenylbutyric acid, the procedure of Example 10 was otherwise repeated to provide the title compound. The reactants are C(C1=CC=CC=C1)OC1=C(C=C(C=C1)Br)C1OCCO1 (2-(2-benzyloxy-5-bromophenyl)-1,3-dioxolane), C1CCOC1 (THF), ClC(=O)OCC (ethyl chloroformate), C1CCOC1 (THF), C(CCC)[Li] (n-butyl lithium). Run in C(C)OCC (ethyl ether). Run at temperature -60 celsius. Yields the product C(C1=CC=CC=C1)OC1=C(C=C(C=C1)C(=O)OCC)C1OCCO1 (2-(2-benzyloxy-5-ethoxycarbonylphenyl)-1,3-dioxolane). Yield: 55.1%. Reaction SMILES: [CH2:1]([O:8][C:9]1[CH:14]=[CH:13][C:12](Br)=[CH:11][C:10]=1[CH:16]1[O:20][CH2:19][CH2:18][O:17]1)[C:2]1[CH:7]=[CH:6][CH:5]=[CH:4][CH:3]=1.C1COCC1.C([Li])CCC.Cl[C:32]([O:34][CH2:35][CH3:36])=[O:33]>C(OCC)C>[CH2:1]([O:8][C:9]1[CH:14]=[CH:13][C:12]([C:32]([O:34][CH2:35][CH3:36])=[O:33])=[CH:11][C:10]=1[CH:16]1[O:20][CH2:19][CH2:18][O:17]1)[C:2]1[CH:7]=[CH:6][CH:5]=[CH:4][CH:3]=1. Procedure: A solution of 2-(2-benzyloxy-5-bromophenyl)-1,3-dioxolane (7.8 g, 23.2 mmol) in freshly distilled THF (160 ml) was cooled to -75° C. with stirring under an argon atmosphere. To this solution was added n-butyl lithium (25.6 ml, 1.6 M in hexane) keeping the temperature below -70° C. The reaction mixture was stirred at -70° C. for 1 hour. The reaction was allowed to warm to -60° C. and added to a cooled (-60° C.) solution of ethyl chloroformate (5.05 g, 46.5 mmol) in freshly distilled THF (70 ml). ... Starting materials: [Br-], C1CCOC1, CC(C)(C)[O-], C[P+](c1ccccc1)(c1ccccc1)c1ccccc1, CC12CCC3c4ccc(O)cc4CCC3C1CCC2=O, [K+]. Yields the product C=C1CCC2C3CCc4cc(O)ccc4C3CCC12C. As a reaction SMILES: [Br-:27].[CH2:48]1[O:49][CH2:50][CH2:51][CH2:52]1.[CH3:1][C:2]([CH3:3])([O-:4])[CH3:5].[CH3:28][P+:29]([c:30]1[cH:31][cH:32][cH:33][cH:34][cH:35]1)([c:36]1[cH:37][cH:38][cH:39][cH:40][cH:41]1)[c:42]1[cH:43][cH:44][cH:45][cH:46][cH:47]1.[CH:7]12[CH2:8][CH2:9][C:10]3([CH3:11])[C:12](=[O:13])[CH2:14][CH2:15][CH:16]3[CH:17]1[CH2:18][CH2:19][c:20]1[cH:21][c:22]([OH:23])[cH:24][cH:25][c:26]12.[K+:6]>>[CH2:1]=[C:12]1[C:10]2([CH3:11])[CH2:9][CH2:8][CH:7]3[CH:17]([CH:16]2[CH2:15][CH2:14]1)[CH2:18][CH2:19][c:20]1[cH:21][c:22]([OH:23])[cH:24][cH:25][c:26]13. Run at temperature 0 celsius, time 4 hour. Isolated yield 198.7%. Reactants: C(C1=CC=CC=C1)(=O)NC(=S)NC1(CN(CC1CO)C(=O)OC(C)(C)C)C1=C(C=CC=C1)F (Racemic tert-butyl 3-(benzoylcarbamothioylamino)-3-(2-fluorophenyl)-4-(hydroxymethyl)pyrrolidine-1-carboxylate), ClC(=C(C)C)N(C)C (1-chloro-N,N,2-trimethylpropenylamine). Procedure: Racemic tert-butyl 3-(benzoylcarbamothioylamino)-3-(2-fluorophenyl)-4-(hydroxymethyl)pyrrolidine-1-carboxylate (2.1 g, 4.39 mmol) is dissolved in dichloromethane (75 mL) and partitioned in equal portions between three reaction vessels. The reaction vessels are cooled to 0° C., and to each vessel is added drop wise 1-chloro-N,N,2-trimethylpropenylamine (2.0 mL, 15 mmol). The reactions are warmed to 22° C., and stirred for 4 hours. The contents of each vessel are passed through a 10 g silica gel p... RXN SMILES: [C:1]([NH:9][C:10]([NH:12][C:13]1([C:27]2[CH:32]=[CH:31][CH:30]=[CH:29][C:28]=2[F:33])[CH:17]([CH2:18]O)[CH2:16][N:15](C(OC(C)(C)C)=O)[CH2:14]1)=[S:11])(=[O:8])[C:2]1[CH:7]=[CH:6][CH:5]=[CH:4][CH:3]=1.ClC(N(C)C)=C(C)C>ClCCl>[F:33][C:28]1[CH:29]=[CH:30][CH:31]=[CH:32][C:27]=1[C:13]12[CH2:14][NH:15][CH2:16][CH:17]1[CH2:18][S:11][C:10]([NH:9][C:1](=[O:8])[C:2]1[CH:7]=[CH:6][CH:5]=[CH:4][CH:3]=1)=[N:12]2. Product: FC1=C(C=CC=C1)C12N=C(SCC1CNC2)NC(C2=CC=CC=C2)=O (Racemic N-[7a-(2-Fluorophenyl)-4a,5,6,7-tetrahydro-4H-pyrrolo[3,4-d][1,3]thiazin-2-yl]benzamide). The solvent is ClCCl (dichloromethane).